Dataset: the Open Reaction Database (ORD), a public repository of structured organic reaction records. Task: describe an organic reaction: reactants, conditions, products, and yield The reactants are CCOC(=O)CSc1cnc(N)s1, CC1CCC(N(CCCCc2ccccc2)C(=O)Nc2ncc(SC(C)(C)C(=O)O)s2)CC1, OCCCCc1ccccc1. Yields the product CC1CCC(N(CCCCc2ccccc2)C(=O)Nc2ncc(SCC(=O)O)s2)CC1. RXN SMILES: [CH2:45]([O:46][C:47](=[O:48])[CH2:49][S:50][c:51]1[s:52][c:53]([NH2:54])[n:55][cH:56]1)[CH3:57].[CH3:1][C:2]([C:3](=[O:4])[OH:5])([CH3:6])[S:7][c:8]1[cH:9][n:10][c:11]([NH:13][C:14](=[O:15])[N:16]([CH2:17][CH2:18][CH2:19][CH2:20][c:21]2[cH:22][cH:23][cH:24][cH:25][cH:26]2)[CH:27]2[CH2:28][CH2:29][CH:30]([CH3:33])[CH2:31][CH2:32]2)[s:12]1.[c:34]1([CH2:35][CH2:36][CH2:37][CH2:38][OH:39])[cH:40][cH:41][cH:42][cH:43][cH:44]1>>[CH2:2]([C:3](=[O:4])[OH:5])[S:7][c:8]1[cH:9][n:10][c:11]([NH:13][C:14](=[O:15])[N:16]([CH2:17][CH2:18][CH2:19][CH2:20][c:21]2[cH:22][cH:23][cH:24][cH:25][cH:26]2)[CH:27]2[CH2:28][CH2:29][CH:30]([CH3:33])[CH2:31][CH2:32]2)[s:12]1. The reactants are C(#N)C1=CC=C(C(=O)N(C)C)C=C1 (4-cyano-N,N-dimethylbenzamide), C([O-])([O-])=O.[K+].[K+] (potassium carbonate), Cl.NO (hydroxylamine hydrochloride). Solvent: CCO (EtOH), CCOC(=O)C (EtOAc). Conditions: temperature 80 celsius, time 25 hour. Product: ONC(=N)C1=CC=C(C(=O)N(C)C)C=C1 (4-(N-Hydroxycarbamimidoyl)-N,N-dimethyl-benzamide). Isolated yield 79.0%. As a reaction SMILES: [C:1]([C:3]1[CH:13]=[CH:12][C:6]([C:7]([N:9]([CH3:11])[CH3:10])=[O:8])=[CH:5][CH:4]=1)#[N:2].C(=O)([O-])[O-].[K+].[K+].Cl.[NH2:21][OH:22]>CCO.CCOC(C)=O>[OH:22][NH:21][C:1]([C:3]1[CH:13]=[CH:12][C:6]([C:7]([N:9]([CH3:11])[CH3:10])=[O:8])=[CH:5][CH:4]=1)=[NH:2] |f:1.2.3,4.5|. Procedure details: 4-cyano-N,N-dimethylbenzamide (200 mg, 1.148 mmol), potassium carbonate (952 mg, 6.89 mmol) and hydroxylamine hydrochloride (479 mg, 6.89 mmol) were dissolved in EtOH (11.4 mL). The reaction mixture was stirred at 80° C. for 25 h. The mixture was diluted with EtOAc (50 mL), washed with water (10 mL), water phase extracted with EtOAc (20 mL). Combined organic phases were washed with brine (10 mL) and dried over sodium sulfate. The solvent was removed to give 188 mg of white crystalline needles. T...